This data is from the Open Reaction Database (ORD), a public repository of structured organic reaction records. The task is: describe an organic reaction: reactants, conditions, products, and yield Starting materials: C1(CCCC1)OC1=CC=C(C2=C1OC1=C2C=C(C=C1)[N+](=O)[O-])C=O (4-cyclopentyloxy-8-nitro-1-formyl dibenzo[b,d]furan). Solvent: Br (HBr), C(C)(=O)O (acetic acid), ice water. Yields the product OC1=CC=C(C2=C1OC1=C2C=C(C=C1)[N+](=O)[O-])C=O (4-hydroxy-8-nitro-1-formyl dibenzo[b,d]furan). Isolated yield 0.1%. As a reaction SMILES: C1([O:6][C:7]2[C:12]3[O:13][C:14]4[CH:19]=[CH:18][C:17]([N+:20]([O-:22])=[O:21])=[CH:16][C:15]=4[C:11]=3[C:10]([CH:23]=[O:24])=[CH:9][CH:8]=2)CCCC1>Br.C(O)(=O)C>[OH:6][C:7]1[C:12]2[O:13][C:14]3[CH:19]=[CH:18][C:17]([N+:20]([O-:22])=[O:21])=[CH:16][C:15]=3[C:11]=2[C:10]([CH:23]=[O:24])=[CH:9][CH:8]=1. Procedure: 4-cyclopentyloxy-8-nitro-1-formyl dibenzo[b,d]furan (200 mg, 0.530 mol) was heated in HBr (47% in acetic acid) (5 ml) in glacial acetic acid (10 ml) at 50° C. for 7-8 h. The reaction contents were poured in ice-water (200 ml) and extracted with ethyl acetate (3×50 ml). The combined organic layer was washed with saturated sodium bicarbonate, and water and dried over anhydrous sodium sulfate. Removal of the organic solvent in vacuo afforded the crude product as a white solid (150 mg). The crude wh... Starting materials: Cc1nc2cccc3n(CCCCCCN4C(=O)c5ccccc5C4=O)c(=O)c1n23, CCO, NN, O. Product: Cc1nc2cccc3n(CCCCCCN)c(=O)c1n23. As a reaction SMILES: [CH3:1][c:2]1[n:3][c:4]2[n:5]3[c:6]1[c:7](=[O:30])[n:8]([CH2:13][CH2:14][CH2:15][CH2:16][CH2:17][CH2:18][N:19]1[C:20](=[O:21])[c:22]4[cH:23][cH:24][cH:25][cH:26][c:27]4[C:28]1=[O:29])[c:9]3[cH:10][cH:11][cH:12]2.[CH3:34][CH2:35][OH:36].[NH2:32][NH2:33].[OH2:31]>>[CH3:1][c:2]1[n:3][c:4]2[n:5]3[c:6]1[c:7](=[O:30])[n:8]([CH2:13][CH2:14][CH2:15][CH2:16][CH2:17][CH2:18][NH2:19])[c:9]3[cH:10][cH:11][cH:12]2. Starting materials: CCOC(=O)C1C(c2ccc(OC)cc2)c2ccccc2C1c1ccc2c(c1)OCO2, CCO, [Na+], [OH-], O. The product is COc1ccc(C2c3ccccc3C(c3ccc4c(c3)OCO4)C2C(=O)O)cc1. RXN SMILES: [CH3:1][O:2][c:3]1[cH:4][cH:5][c:6]([CH:9]2[CH:10]([C:27](=[O:28])[O:29][CH2:30][CH3:31])[CH:11]([c:18]3[cH:19][c:20]4[c:21]([cH:22][cH:23]3)[O:24][CH2:25][O:26]4)[c:12]3[cH:13][cH:14][cH:15][cH:16][c:17]32)[cH:7][cH:8]1.[CH3:34][CH2:35][OH:36].[Na+:33].[OH-:32].[OH2:37]>>[CH3:1][O:2][c:3]1[cH:4][cH:5][c:6]([CH:9]2[CH:10]([C:27](=[O:28])[OH:29])[CH:11]([c:18]3[cH:19][c:20]4[c:21]([cH:22][cH:23]3)[O:24][CH2:25][O:26]4)[c:12]3[cH:13][cH:14][cH:15][cH:16][c:17]32)[cH:7][cH:8]1. Reactants: CN(C)CCCOC(CCCC1=CC=CC=C1)C1=CC=C(C=C1)OCC1=CC=CC=C1 (1-[3-(N,N-dimethylamino) -propoxy]-1-(p-benzyloxyphenyl)-4-phenylbutane), C(C)(=O)O (acetic acid), C(C)O (ethanol). The reagents and catalysts are [Pd] (palladium on charcoal). Run in [H][H] (hydrogen), [H][H] (hydrogen). The product is CN(C)CCCOC(CCCC1=CC=CC=C1)C1=CC=C(C=C1)O (1-[3-(N,N-dimethylamino)propoxy]-1-(p-hydroxyphenyl)-4-phenylbutane). Reaction SMILES: [CH3:1][N:2]([CH2:4][CH2:5][CH2:6][O:7][CH:8]([C:18]1[CH:23]=[CH:22][C:21]([O:24]CC2C=CC=CC=2)=[CH:20][CH:19]=1)[CH2:9][CH2:10][CH2:11][C:12]1[CH:17]=[CH:16][CH:15]=[CH:14][CH:13]=1)[CH3:3].C(O)(=O)C.C(O)C>[Pd].[H][H]>[CH3:1][N:2]([CH2:4][CH2:5][CH2:6][O:7][CH:8]([C:18]1[CH:19]=[CH:20][C:21]([OH:24])=[CH:22][CH:23]=1)[CH2:9][CH2:10][CH2:11][C:12]1[CH:13]=[CH:14][CH:15]=[CH:16][CH:17]=1)[CH3:3]. Procedure: A mixture of 1.5 g of 1-[3-(N,N-dimethylamino) -propoxy]-1-(p-benzyloxyphenyl)-4-phenylbutane obtained in Example 6, 0.5 g of 10% palladium on charcoal (50% wet reagent), 1 g of acetic acid and 50 ml of ethanol was vigorously stirred in hydrogen atmosphere at room temperature until the theoretical amount of hydrogen was consumed. The reaction mixture was poured into water, made alkaline with aqueous ammonium hydroxide and extracted. After the catalyst was filtered off, the organic layer was wash... Reactants: I (Hydroiodic acid), COC=1C=C(C=CC1)C1C(C2=CC=CC=C2C1=O)=O (2-(3-methoxyphenyl)-1,3-indandione). Solvent: C(Cl)(Cl)Cl (chloroform). Run at temperature 20 celsius. The product is OC=1C=C(C=CC1)C1C(C2=CC=CC=C2C1=O)=O (2-(3-hydroxyphenyl)-1,3-indandione). RXN SMILES: I.C[O:3][C:4]1[CH:5]=[C:6]([CH:10]2[C:18](=[O:19])[C:17]3[C:12](=[CH:13][CH:14]=[CH:15][CH:16]=3)[C:11]2=[O:20])[CH:7]=[CH:8][CH:9]=1>C(Cl)(Cl)Cl>[OH:3][C:4]1[CH:5]=[C:6]([CH:10]2[C:11](=[O:20])[C:12]3[C:17](=[CH:16][CH:15]=[CH:14][CH:13]=3)[C:18]2=[O:19])[CH:7]=[CH:8][CH:9]=1. Reported procedure: Hydroiodic acid (50%, 205 parts) was added to 2-(3-methoxyphenyl)-1,3-indandione (67.1 parts) and the mixture was stirred under reflux for 10 minutes. By-product methyl iodide was removed by distillation and the solution was cooled to 20° C. The aqueous layer was decanted to leave a red oil. The oil was dissolved in chloroform (250 parts), washed with water (100 parts), separated and dried over anhydrous magnesium sulphate. The chloroform was removed by evaporation under reduced pressure to leav... The reactants are C(C1=CC=CC=C1)N1CCC(=CC1)C1=C(NC2=CC=CC=C12)C=1C(=NC=CC1)OC (3-(1-benzyl-1,2,3,6-tetrahydro-pyridin-4-yl)-2-(2-methoxy-pyridin-3-yl)-1H-indole), C(=O)[O-].[NH4+] (ammonium formate). The reagents and catalysts are [Pd] (Pd/C). Solvent: CO (methanol). Reaction conditions: temperature 60 celsius. Yields the product COC1=NC=CC=C1C=1NC2=CC=CC=C2C1C1CCNCC1 (2-(2-methoxy-pyridin-3-yl)-3-piperidin-4-yl-1H-indole). The yield is 136.0%. RXN SMILES: C([N:8]1[CH2:13][CH:12]=[C:11]([C:14]2[C:22]3[C:17](=[CH:18][CH:19]=[CH:20][CH:21]=3)[NH:16][C:15]=2[C:23]2[C:24]([O:29][CH3:30])=[N:25][CH:26]=[CH:27][CH:28]=2)[CH2:10][CH2:9]1)C1C=CC=CC=1.C([O-])=O.[NH4+]>CO.[Pd]>[CH3:30][O:29][C:24]1[C:23]([C:15]2[NH:16][C:17]3[C:22]([C:14]=2[CH:11]2[CH2:12][CH2:13][NH:8][CH2:9][CH2:10]2)=[CH:21][CH:20]=[CH:19][CH:18]=3)=[CH:28][CH:27]=[CH:26][N:25]=1 |f:1.2|. Reported procedure: 3-(1-benzyl-1,2,3,6-tetrahydro-pyridin-4-yl)-2-(2-methoxy-pyridin-3-yl)-1H-indole (0.53 g, 1.34 mmol), 10% Pd/C (50 mg), and ammonium formate (0.85 g, 13.4 mmol) were combined in methanol (100 ml) and heated at 60° C. for 2 h. The reaction was cooled, filtered through celite, and the filter cake washed with methanol. The solvent was removed under reduced pressure to give the desired product as a yellow foamy solid (0.56 g, qunatitative) which could be used in the next reaction without any furthe... The reactants are COC1=C(C=C(C[C@@H](CBr)C(C)C)C=C1)OCCCOC (2(R)-[4-methoxy-3-(3-methoxypropoxy)-benzyl]-3-methyl-butyl bromide), 1, C(CCC)[Li] (n-butyllithium), CCCCCC (hexane), C(C)OC=1CN=C(CN1)OCC (3,6-diethoxy-2,5-dihydro-pyrazine). The solvent is O1CCCC1 (tetrahydrofuran), O1CCCC1 (tetrahydrofuran). Conditions: temperature -40 celsius, time 15 minute. Product: COC1=C(C=C(C[C@@H](C[C@H]2N=C(CN=C2OCC)OCC)C(C)C)C=C1)OCCCOC (2(R)-{2(S)-[4-methoxy-3-(3-methoxypropoxy)-benzyl]3-methylbutyl}-3,6-diethoxy-2,5-dihydro-pyrazine), C(C)OC=1CN=C(CN1)OCC (3,6-diethoxy-2,5-dihydro-pyrazine), oil. Reaction SMILES: C([Li])CCC.CCCCCC.[CH2:12]([O:14][C:15]1[CH2:16][N:17]=[C:18]([O:21][CH2:22][CH3:23])[CH2:19][N:20]=1)[CH3:13].[CH3:24][O:25][C:26]1[CH:38]=[CH:37][C:29]([CH2:30][C@H:31]([CH:34]([CH3:36])[CH3:35])[CH2:32]Br)=[CH:28][C:27]=1[O:39][CH2:40][CH2:41][CH2:42][O:43][CH3:44]>O1CCCC1>[CH3:24][O:25][C:26]1[CH:38]=[CH:37][C:29]([CH2:30][C@H:31]([CH:34]([CH3:36])[CH3:35])[CH2:32][C@@H:16]2[C:15]([O:14][CH2:12][CH3:13])=[N:20][CH2:19][C:18]([O:21][CH2:22][CH3:23])=[N:17]2)=[CH:28][C:27]=1[O:39][CH2:40][CH2:41][CH2:42][O:43][CH3:44].[CH2:12]([O:14][C:15]1[CH2:16][N:17]=[C:18]([O:21][CH2:22][CH3:23])[CH2:19][N:20]=1)[CH3:13]. Procedure: 1 6M n-butyllithium in hexane (788 ml, 1.26 mol) is added dropwise at -40° C. under an inert atmosphere over a period of 20 minutes to a solution of 3,6-diethoxy-2,5-dihydro-pyrazine (229.8 g, 1.35 mol) in tetrahydrofuran (3.0 liters). The batch is stirred for a further 15 minutes at -40° C. and then a solution of 2(R)-[4-methoxy-3-(3-methoxypropoxy)-benzyl]-3-methyl-butyl bromide (323.4 g, 0.90 mol) in tetrahydrofuran (1.0 liter) is added dropwise thereto over a period of 20 minutes. When the a...